Dataset: the Open Reaction Database (ORD), a public repository of structured organic reaction records. Task: describe an organic reaction: reactants, conditions, products, and yield Starting materials: COC(=O)C1=CC=C(C=C1)C1=CC=C(C=C1)OCCCCCCCC\C=C/CCCCCCCC (Methyl-4'-(cis-9-octadecenyloxy)-4-biphenylcarboxylate), O.[OH-].[Li+] (lithium hydroxide monohydrate), Cl (HCl). The solvent is O (Water), 80/20, O (Water). Yields the product C(CCCCCCC\C=C/CCCCCCCC)OC1=CC=C(C=C1)C1=CC=C(C=C1)C(=O)O (4'-(cis-9-octadecenyloxy)-4-biphenylcarboxylic acid). As a reaction SMILES: C[O:2][C:3]([C:5]1[CH:10]=[CH:9][C:8]([C:11]2[CH:16]=[CH:15][C:14]([O:17][CH2:18][CH2:19][CH2:20][CH2:21][CH2:22][CH2:23][CH2:24][CH2:25]/[CH:26]=[CH:27]\[CH2:28][CH2:29][CH2:30][CH2:31][CH2:32][CH2:33][CH2:34][CH3:35])=[CH:13][CH:12]=2)=[CH:7][CH:6]=1)=[O:4].O.[OH-].[Li+].Cl>O>[CH2:18]([O:17][C:14]1[CH:13]=[CH:12][C:11]([C:8]2[CH:9]=[CH:10][C:5]([C:3]([OH:4])=[O:2])=[CH:6][CH:7]=2)=[CH:16][CH:15]=1)[CH2:19][CH2:20][CH2:21][CH2:22][CH2:23][CH2:24][CH2:25]/[CH:26]=[CH:27]\[CH2:28][CH2:29][CH2:30][CH2:31][CH2:32][CH2:33][CH2:34][CH3:35] |f:1.2.3|. Procedure: Water (approximately 15 ml) was added to a solution of ester 28b (486 mg, 1.00 mmol) in 50 ml of an 80/20 (v/v) (methanol/THF) solution, until it remained milky white with vigorous stirring. To this suspension was added lithium hydroxide monohydrate (213 mg, 5.1 mmol), the reaction mixture was refluxed overnight and then was acidified with concentrated HCl. Water (approximately 20 ml) was added and the solution was cooled, filtered, washed several times with water, and air dried, yielding 422 mg... The reactants are CC(=O)OCC1(C#N)OC(n2cc(C)c(=O)[nH]c2=O)CC1O, CO, [NH4+], [OH-]. Yields the product Cc1cn(C2CC(O)C(C#N)(CO)O2)c(=O)[nH]c1=O. As a reaction SMILES: [C:1](#[N:2])[C:3]1([CH2:18][O:19][C:20](=[O:21])[CH3:22])[CH:4]([OH:17])[CH2:5][CH:6]([n:8]2[c:9](=[O:10])[nH:11][c:12](=[O:13])[c:14]([CH3:15])[cH:16]2)[O:7]1.[CH3:25][OH:26].[NH4+:24].[OH-:23]>>[C:1](#[N:2])[C:3]1([CH2:18][OH:19])[CH:4]([OH:17])[CH2:5][CH:6]([n:8]2[c:9](=[O:10])[nH:11][c:12](=[O:13])[c:14]([CH3:15])[cH:16]2)[O:7]1. The reactants are CCO, CC(C)(C)OC(=O)N1CCN(c2ccc([N+](=O)[O-])nc2)CC1. Yields the product CC(C)(C)OC(=O)N1CCN(c2ccc(N)nc2)CC1. Reaction SMILES: [CH3:23][CH2:24][OH:25].[N+:1]([O-:2])(=[O:3])[c:4]1[cH:5][cH:6][c:7]([N:10]2[CH2:11][CH2:12][N:13]([C:16](=[O:17])[O:18][C:19]([CH3:20])([CH3:21])[CH3:22])[CH2:14][CH2:15]2)[cH:8][n:9]1>>[NH2:1][c:4]1[cH:5][cH:6][c:7]([N:10]2[CH2:11][CH2:12][N:13]([C:16](=[O:17])[O:18][C:19]([CH3:20])([CH3:21])[CH3:22])[CH2:14][CH2:15]2)[cH:8][n:9]1. Reactants: CCC(CNS(=O)(=O)CC)N1C(=O)C(C)(CC(=O)O)CC(c2cc(F)cc(Cl)c2)C1c1ccc(Cl)cc1, [H-], CI, [Na+], CN(C)C=O. The product is CCC(CN(C)S(=O)(=O)CC)N1C(=O)C(C)(CC(=O)O)CC(c2cc(F)cc(Cl)c2)C1c1ccc(Cl)cc1. RXN SMILES: [Cl:1][c:2]1[cH:3][c:4]([CH:9]2[CH2:10][C:11]([CH3:33])([CH2:34][C:35](=[O:36])[OH:37])[C:12](=[O:32])[N:13]([CH:22]([CH2:23][NH:24][S:25](=[O:26])(=[O:27])[CH2:28][CH3:29])[CH2:30][CH3:31])[CH:14]2[c:15]2[cH:16][cH:17][c:18]([Cl:21])[cH:19][cH:20]2)[cH:5][c:6]([F:8])[cH:7]1.[H-:38].[I:40][CH3:41].[Na+:39].[O:42]=[CH:43][N:44]([CH3:45])[CH3:46]>>[Cl:1][c:2]1[cH:3][c:4]([CH:9]2[CH2:10][C:11]([CH3:33])([CH2:34][C:35](=[O:36])[OH:37])[C:12](=[O:32])[N:13]([CH:22]([CH2:23][N:24]([S:25](=[O:26])(=[O:27])[CH2:28][CH3:29])[CH3:41])[CH2:30][CH3:31])[CH:14]2[c:15]2[cH:16][cH:17][c:18]([Cl:21])[cH:19][cH:20]2)[cH:5][c:6]([F:8])[cH:7]1. Starting materials: C(C)OC1=C(C=C2C(=NC(=NC2=C1)N1CCOCC1)N1CCC(CC1)N1C(N(C2=CC=C(C=C2C1=O)C)C)=O)O (3-[1-(7-Ethoxy-6-hydroxy-2-morpholino-4-quinazolinyl)-4-piperidinyl]-1,2,3,4-tetrahydro-1,6-dimethyl-2,4-dioxoquinazoline), BrCC(=O)OCC (ethyl bromoacetate). Product: C(C)OC1=C(C=C2C(=NC(=NC2=C1)N1CCOCC1)N1CCC(CC1)N1C(N(C2=CC=C(C=C2C1=O)C)C)=O)OCC(=O)OCC (3-[1-(7-Ethoxy-6-ethoxycarbonylmethoxy-2-morpholino-4-quinazolinyl)-4-piperidinyl]-1,2,3,4-tetrahydro-1,6-dimethyl-2,4-dioxoquinazoline). Isolated yield 64.0%. As a reaction SMILES: [CH2:1]([O:3][C:4]1[CH:13]=[C:12]2[C:7]([C:8]([N:20]3[CH2:25][CH2:24][CH:23]([N:26]4[C:35](=[O:36])[C:34]5[C:29](=[CH:30][CH:31]=[C:32]([CH3:37])[CH:33]=5)[N:28]([CH3:38])[C:27]4=[O:39])[CH2:22][CH2:21]3)=[N:9][C:10]([N:14]3[CH2:19][CH2:18][O:17][CH2:16][CH2:15]3)=[N:11]2)=[CH:6][C:5]=1[OH:40])[CH3:2].Br[CH2:42][C:43]([O:45][CH2:46][CH3:47])=[O:44]>>[CH2:1]([O:3][C:4]1[CH:13]=[C:12]2[C:7]([C:8]([N:20]3[CH2:25][CH2:24][CH:23]([N:26]4[C:35](=[O:36])[C:34]5[C:29](=[CH:30][CH:31]=[C:32]([CH3:37])[CH:33]=5)[N:28]([CH3:38])[C:27]4=[O:39])[CH2:22][CH2:21]3)=[N:9][C:10]([N:14]3[CH2:19][CH2:18][O:17][CH2:16][CH2:15]3)=[N:11]2)=[CH:6][C:5]=1[O:40][CH2:42][C:43]([O:45][CH2:46][CH3:47])=[O:44])[CH3:2]. Reported procedure: The same procedure as in Example 48 was repeated, except that 290 mg (0.53 mmol) of Compound 59 obtained in Example 59 was used in place of Compound 47 obtained in Example 47, and ethyl bromoacetate was used in place of methyl iodide, to give 216 mg (yield: 64%) of Compound 60 as white crystals. Reactants: N1(CCOCC1)C1=NC=C(C(=O)O)C(=C1)OC1=CC=CC=C1 (6-morpholin-4-yl-4-phenoxy-nicotinic acid), FC(C=1C=C(CNC)C=C(C1)C(F)(F)F)(F)F ((3,5-bis-trifluoromethyl-benzyl)-methylamine), 1-(3-diaminopropyl)-3-ethyl-carbodiimide hydrochloride, [Cl-].[NH4+] (ammonium chloride). The reagents and catalysts are CN(C)C1=CC=NC=C1 (4-(N,N-dimethylamino)-pyridine). The solvent is ClCCl (dichloromethane), O (water). The product is FC(C=1C=C(CN(C(C2=CN=C(C=C2OC2=CC=CC=C2)N2CCOCC2)=O)C)C=C(C1)C(F)(F)F)(F)F (N-(3,5-Bis-trifluoromethyl-benzyl)-N-methyl-6-morpholin-4-yl-4-phenoxy-nicotinamide). Isolated yield 84.0%. As a reaction SMILES: [N:1]1([C:7]2[CH:15]=[C:14]([O:16][C:17]3[CH:22]=[CH:21][CH:20]=[CH:19][CH:18]=3)[C:10]([C:11]([OH:13])=O)=[CH:9][N:8]=2)[CH2:6][CH2:5][O:4][CH2:3][CH2:2]1.[F:23][C:24]([F:39])([F:38])[C:25]1[CH:26]=[C:27]([CH:31]=[C:32]([C:34]([F:37])([F:36])[F:35])[CH:33]=1)[CH2:28][NH:29][CH3:30].[Cl-].[NH4+]>CN(C1C=CN=CC=1)C.ClCCl.O>[F:23][C:24]([F:38])([F:39])[C:25]1[CH:26]=[C:27]([CH:31]=[C:32]([C:34]([F:37])([F:36])[F:35])[CH:33]=1)[CH2:28][N:29]([CH3:30])[C:11](=[O:13])[C:10]1[C:14]([O:16][C:17]2[CH:18]=[CH:19][CH:20]=[CH:21][CH:22]=2)=[CH:15][C:7]([N:1]2[CH2:2][CH2:3][O:4][CH2:5][CH2:6]2)=[N:8][CH:9]=1 |f:2.3|. Procedure: A mixture of 46 mg (0.15 mmol) 6-morpholin-4-yl-4-phenoxy-nicotinic acid, 43 mg (0.17 mmol) (3,5-bis-trifluoromethyl-benzyl)-methylamine, 32 mg (0.17 mmol) 1-(3-diaminopropyl)-3-ethyl-carbodiimide hydrochloride and a catalytic amount of 4-(N,N-dimethylamino)-pyridine in 3 ml dichloromethane was stirred at room temperature over night. The reaction mixture was diluted with water, adjusted to pH 6 with saturated aqueous ammonium chloride solution and extracted with dichloromethane. The combined org...